Dataset: the Open Reaction Database (ORD), a public repository of structured organic reaction records. Task: describe an organic reaction: reactants, conditions, products, and yield The solvent is C1CCOC1 (THF). Starting materials: CC(C)(C)[Si](OC=1C=C(C=CC1)C(C(C=1OC(=C(N1)C1=CC=CC=C1)C1=CC=CC=C1)=CN(C)C)=O)(C)C (1-[3-[(1,1-dimethylethyl)dimethylsiloxy]phenyl]-2-[(dimethylamino)methylene]-2-(4,5-diphenyl-2-oxazolyl)ethanone), CCOCC (ether), Cl (HCl), [F-].C(CCC)[N+](CCCC)(CCCC)CCCC (tetra-n-butyl ammonium fluoride). The yield is 95.7%. The product is OC=1C=C(C=CC1)C(C(C=1OC(=C(N1)C1=CC=CC=C1)C1=CC=CC=C1)=CN(C)C)=O (1-[3-Hydroxyphenyl]-2-[(dimethylamino)methylene]-2-(4,5-diphenyl-2-oxazolyl)ethanone). Reported procedure: The 1-[3-[(1,1-dimethylethyl)dimethylsiloxy]phenyl]-2-[(dimethylamino)methylene]-2-(4,5-diphenyl-2-oxazolyl)ethanone (19) (10.3 g, 19.6 mmol) was dissolved in THF (100 mL) and tetra-n-butyl ammonium fluoride (17.5 mL of 1M in THF) was added dropwise. The reaction mixture was stirred for about 1/4 hour and poured onto an ether (180 mL)/1N HCl(20 mL) solution, and the organic phase separated and dried (MgSO4). Chromatography (elution with 75% ethyl acetate/hexanes) gave the phenol 7.7 g (96%). IR ... RXN SMILES: CC([Si](C)(C)[O:6][C:7]1[CH:8]=[C:9]([C:13](=[O:36])[C:14](=[CH:32][N:33]([CH3:35])[CH3:34])[C:15]2[O:16][C:17]([C:26]3[CH:31]=[CH:30][CH:29]=[CH:28][CH:27]=3)=[C:18]([C:20]3[CH:25]=[CH:24][CH:23]=[CH:22][CH:21]=3)[N:19]=2)[CH:10]=[CH:11][CH:12]=1)(C)C.[F-].C([N+](CCCC)(CCCC)CCCC)CCC.CCOCC.Cl>C1COCC1>[OH:6][C:7]1[CH:8]=[C:9]([C:13](=[O:36])[C:14](=[CH:32][N:33]([CH3:35])[CH3:34])[C:15]2[O:16][C:17]([C:26]3[CH:27]=[CH:28][CH:29]=[CH:30][CH:31]=3)=[C:18]([C:20]3[CH:25]=[CH:24][CH:23]=[CH:22][CH:21]=3)[N:19]=2)[CH:10]=[CH:11][CH:12]=1 |f:1.2|. Reactants: O=C1[C@H]2[C@@H]3CC[C@H]([C@@H](CCC(=O)OC)C)[C@]3(CC[C@@H]2[C@]2(CC[C@@H](CC2=C1)O[Si](C(C)C)(C(C)C)C(C)C)C)C (methyl 7-oxo-3β-triisopropylsilyloxychol-5-en-24-oate), O[Li].O (LiOH.H2O), N#N (N2). Solvent: O (H2O), CC(C)(C)O (t-BuOH). The product is O=C1[C@H]2[C@@H]3CC[C@H]([C@@H](CCC(=O)O)C)[C@]3(CC[C@@H]2[C@]2(CC[C@@H](CC2=C1)O[Si](C(C)C)(C(C)C)C(C)C)C)C (7-oxo-3β-triisopropylsilyloxychol-5-en-24-oic acid). Isolated yield 94.0%. As a reaction SMILES: [O:1]=[C:2]1[CH:26]=[C:25]2[C@:20]([CH3:38])([CH2:21][CH2:22][C@H:23]([O:27][Si:28]([CH:35]([CH3:37])[CH3:36])([CH:32]([CH3:34])[CH3:33])[CH:29]([CH3:31])[CH3:30])[CH2:24]2)[C@@H:19]2[C@@H:3]1[C@H:4]1[C@:16]([CH3:39])([CH2:17][CH2:18]2)[C@@H:7]([C@H:8]([CH3:15])[CH2:9][CH2:10][C:11]([O:13]C)=[O:12])[CH2:6][CH2:5]1.O[Li].O.N#N>CC(O)(C)C.O>[O:1]=[C:2]1[CH:26]=[C:25]2[C@:20]([CH3:38])([CH2:21][CH2:22][C@H:23]([O:27][Si:28]([CH:29]([CH3:31])[CH3:30])([CH:35]([CH3:37])[CH3:36])[CH:32]([CH3:33])[CH3:34])[CH2:24]2)[C@@H:19]2[C@@H:3]1[C@H:4]1[C@:16]([CH3:39])([CH2:17][CH2:18]2)[C@@H:7]([C@H:8]([CH3:15])[CH2:9][CH2:10][C:11]([OH:13])=[O:12])[CH2:6][CH2:5]1 |f:1.2|. Procedure details: Methyl 7-oxo-3β-triisopropylsilyloxychol-5-en-24-oate (3) (5.85 g, 10.5 mmoles) was dissolved with warming in t-BuOH (100 ml). A solution of LiOH.H2O (1.76 g, 41.9 mmoles) in H2O (33 ml) was added, and the two phase mixture was heated at 80° with magnetic stirring in an N2 atmosphere for 2 hrs. Most of the t-BuOH was evaporated in vacuo, the residue-diluted with H2O (~50 ml), and acidified with 2N HCl (22 ml). The gummy suspension was extracted with CH2Cl2 (4 times). The extracts were washed wit...